From a dataset of the Open Reaction Database (ORD), a public repository of structured organic reaction records. describe an organic reaction: reactants, conditions, products, and yield Procedure: A round-bottom flask was charged with NaH (1.76 g, 44 mmol, 60% dispersion in mineral oil) and flushed with argon. Hexane (10 ml×2) was added and decanted. DMF (10 ml) was added into the flask and the resulting solution was cooled to 0° C. Ethyl glycolate (4.16 g, 40.0 mmol) was added over 10 min. The solution was allowed to gradually warm to 25° C. and was maintained at that temperature for 2H. The solution was cooled to 0° C. and allyl bromide (5.32 g, 44.0 mmol) was added over 10 min. The sol... Solvent: CCOC(=O)C (EtOAc). The reactants are [H-].[Na+] (NaH), [NH4+].[Cl-] (NH4Cl), C(CO)(=O)OCC (Ethyl glycolate), C(C=C)Br (allyl bromide). Yields the product C(C)OC(COCC=C)=O (Allyloxy-Acetic Acid Ethyl Ester). Reaction SMILES: [H-].[Na+].[C:3]([O:7][CH2:8][CH3:9])(=[O:6])[CH2:4][OH:5].[CH2:10](Br)[CH:11]=[CH2:12].[NH4+].[Cl-]>CCOC(C)=O>[CH2:8]([O:7][C:3](=[O:6])[CH2:4][O:5][CH2:12][CH:11]=[CH2:10])[CH3:9] |f:0.1,4.5|. Run at temperature 0 celsius, time 2 hour. Starting materials: C1CCOC1, C#CCN(C(=O)c1ccc(Cl)cc1Cl)C(Cc1ccccc1)C(=O)OC, CO, [Li+], [OH-], O. The product is C#CCN(C(=O)c1ccc(Cl)cc1Cl)C(Cc1ccccc1)C(=O)O. RXN SMILES: [CH2:29]1[O:30][CH2:31][CH2:32][CH2:33]1.[CH3:1][O:2][C:3]([CH:4]([CH2:5][c:6]1[cH:7][cH:8][cH:9][cH:10][cH:11]1)[N:12]([CH2:13][C:14]#[CH:15])[C:16]([c:17]1[c:18]([Cl:24])[cH:19][c:20]([Cl:23])[cH:21][cH:22]1)=[O:25])=[O:26].[CH3:34][OH:35].[Li+:27].[OH-:28].[OH2:36]>>[O:2]=[C:3]([CH:4]([CH2:5][c:6]1[cH:7][cH:8][cH:9][cH:10][cH:11]1)[N:12]([CH2:13][C:14]#[CH:15])[C:16]([c:17]1[c:18]([Cl:24])[cH:19][c:20]([Cl:23])[cH:21][cH:22]1)=[O:25])[OH:26]. The product is NC=1C=CC(=C(C1)C=1C2=C(N=C(N1)NC1CCNCC1)N(C(C=C2)=O)C2=C(C=CC=C2F)F)C (4-(5-amino-methylphenyl)-8-(2,6-difluorophenyl)-2-(4-piperidinylamino)-pyrido[2,3-d]pyrimidin-7(8H)-one). Starting materials: NC=1C=CC(=C(C1)C=1C2=C(N=C(N1)S(=O)(=O)C)N(C(C=C2)=O)C2=C(C=CC=C2F)F)C (4-(5-amino-2-methylphenyl)-8-(2,6-difluorophenyl)-2-(methylsulfonyl)pyrido[2,3-d]pyrimidin-7(8H)-one), NC1CCN(CC1)C(=O)OC(C)(C)C (1,1-dimethylethyl 4-amino-1-piperidinecarboxylate). As a reaction SMILES: [NH2:1][C:2]1[CH:3]=[CH:4][C:5]([CH3:31])=[C:6]([C:8]2[C:9]3[CH:21]=[CH:20][C:19](=[O:22])[N:18]([C:23]4[C:28]([F:29])=[CH:27][CH:26]=[CH:25][C:24]=4[F:30])[C:10]=3[N:11]=[C:12](S(C)(=O)=O)[N:13]=2)[CH:7]=1.[NH2:32][CH:33]1[CH2:38][CH2:37][N:36](C(OC(C)(C)C)=O)[CH2:35][CH2:34]1>>[NH2:1][C:2]1[CH:3]=[CH:4][C:5]([CH3:31])=[C:6]([C:8]2[C:9]3[CH:21]=[CH:20][C:19](=[O:22])[N:18]([C:23]4[C:28]([F:29])=[CH:27][CH:26]=[CH:25][C:24]=4[F:30])[C:10]=3[N:11]=[C:12]([NH:32][CH:33]3[CH2:38][CH2:37][NH:36][CH2:35][CH2:34]3)[N:13]=2)[CH:7]=1. Reported procedure: The title compound was prepared as described in Example 2 from 4-(5-amino-2-methylphenyl)-8-(2,6-difluorophenyl)-2-(methylsulfonyl)pyrido[2,3-d]pyrimidin-7(8H)-one and 1,1-dimethylethyl 4-amino-1-piperidinecarboxylate. LC-MS m/z 463 (M+H)+, 1.73 min (ret time). The reactants are ClC=1C=C(C(=NC1)OC1=CC=C(C=C1)CCN(C)C)C(=O)N[C@@H](C)C1=CC=C(C(=O)OC)C=C1 (Methyl 4-((1S)-1-{[(5-chloro-2-{4-[2-(dimethylamino)ethyl]phenoxy}pyridin-3-yl)carbonyl]amino}ethyl)benzoate), Cl (hydrogen chloride), hydrochloride salt, solution. Run in C(C)(=O)OCC (ethyl acetate). Yields the product Cl.ClC=1C=C(C(=NC1)OC1=CC=C(C=C1)CCN(C)C)C(=O)N[C@@H](C)C1=CC=C(C(=O)O)C=C1 (4-((1S)-1-{[(5-Chloro-2-{4-[2-(dimethylamino)ethyl]phenoxy}pyridin-3-yl)carbonyl]amino}ethyl)benzoic acid hydrochloride). Reaction SMILES: [Cl:1][C:2]1[CH:3]=[C:4]([C:20]([NH:22][C@H:23]([C:25]2[CH:34]=[CH:33][C:28]([C:29]([O:31]C)=[O:30])=[CH:27][CH:26]=2)[CH3:24])=[O:21])[C:5]([O:8][C:9]2[CH:14]=[CH:13][C:12]([CH2:15][CH2:16][N:17]([CH3:19])[CH3:18])=[CH:11][CH:10]=2)=[N:6][CH:7]=1.Cl>C(OCC)(=O)C>[ClH:1].[Cl:1][C:2]1[CH:3]=[C:4]([C:20]([NH:22][C@H:23]([C:25]2[CH:26]=[CH:27][C:28]([C:29]([OH:31])=[O:30])=[CH:33][CH:34]=2)[CH3:24])=[O:21])[C:5]([O:8][C:9]2[CH:10]=[CH:11][C:12]([CH2:15][CH2:16][N:17]([CH3:19])[CH3:18])=[CH:13][CH:14]=2)=[N:6][CH:7]=1 |f:3.4|. Procedure details: The title compound was prepared according to the procedure described in step 2 of Example 83 from methyl 4-((1S)-1-{[(5-chloro-2-{4-[2-(dimethylamino)ethyl]phenoxy}pyridin-3-yl)carbonyl]amino}ethyl)benzoate (step 1) and then converted into the hydrochloride salt with 4 M solution of hydrogen chloride in ethyl acetate: 1H-NMR (DMSO-d6) δ 9.04 (1H, d, J=7.9 Hz), 8.26 (1H, d, J=2.8 Hz), 8.12 (1H, d, J=2.6 Hz), 7.85 (2H, d, J=8.4 Hz), 7.53 (2H, d, J=8.3 Hz), 7.34 (2H, d, J=8.6 Hz), 7.17 (2H, d, J=8.... Starting materials: C1CO1, NC(=O)c1ccccc1NCc1ccccc1, CC(=O)O. Yields the product NC(=O)c1ccccc1N(CCO)Cc1ccccc1. Reaction SMILES: [CH2:18]1[CH2:19][O:20]1.[CH2:1]([c:2]1[cH:3][cH:4][cH:5][cH:6][cH:7]1)[NH:8][c:9]1[c:10]([C:11](=[O:12])[NH2:13])[cH:14][cH:15][cH:16][cH:17]1.[CH3:21][C:22](=[O:23])[OH:24]>>[CH2:1]([c:2]1[cH:3][cH:4][cH:5][cH:6][cH:7]1)[N:8]([c:9]1[c:10]([C:11](=[O:12])[NH2:13])[cH:14][cH:15][cH:16][cH:17]1)[CH2:18][CH2:19][OH:20]. The reactants are P(Cl)(Cl)(Cl)(Cl)Cl (PCl5), COC1=CC=CC2=C1C=NS2=O (4-methoxy benzisothiazolone), P(Cl)(Cl)(Cl)(Cl)Cl (PCl5). Run in ClC(C)Cl (dichloroethane). The product is ClC1=NSC2=C1C(=CC=C2)OC (3-chloro-4-methoxy-1,2-benzisothiazole). Yield: 60.0%. Reaction SMILES: [CH3:1][O:2][C:3]1[C:8]2[CH:9]=[N:10][S:11](=O)[C:7]=2[CH:6]=[CH:5][CH:4]=1.P(Cl)(Cl)(Cl)(Cl)[Cl:14]>ClC(Cl)C>[Cl:14][C:9]1[C:8]2[C:3]([O:2][CH3:1])=[CH:4][CH:5]=[CH:6][C:7]=2[S:11][N:10]=1. Procedure details: The 4-methoxy benzisothiazolone (0.065 mole) was dissolved in 200 mL of dichloroethane and PCl5 (1.05 mole equiv.) was added neat. The reaction was refluxed-monitored by tlc. An additional 0.25 mole equiv. and 2×0.10 mole equiv. of PCl5 was added after 1 hour, 21/2 hours, and 3 hours before the reaction was judged complete by tlc. The reaction was cooled and the solvent and excess reagent removed by house vacuum distillation. The residue was flash chromatographed (30% CH2Cl2 /70% hexane) affordi... Starting materials: CC[S-], COc1cccc(-c2nc(N3CCOCC3)nc3c2CCN3c2ccncc2)c1, CN(C)C=O, [Na+], O. Product: Oc1cccc(-c2nc(N3CCOCC3)nc3c2CCN3c2ccncc2)c1. As a reaction SMILES: [CH2:30]([S-:31])[CH3:32].[CH3:1][O:2][c:3]1[cH:4][c:5](-[c:9]2[c:10]3[c:11]([n:12][c:13]([N:15]4[CH2:16][CH2:17][O:18][CH2:19][CH2:20]4)[n:14]2)[N:21]([c:24]2[cH:25][cH:26][n:27][cH:28][cH:29]2)[CH2:22][CH2:23]3)[cH:6][cH:7][cH:8]1.[CH3:35][N:36]([CH3:37])[CH:38]=[O:39].[Na+:33].[OH2:34]>>[OH:2][c:3]1[cH:4][c:5](-[c:9]2[c:10]3[c:11]([n:12][c:13]([N:15]4[CH2:16][CH2:17][O:18][CH2:19][CH2:20]4)[n:14]2)[N:21]([c:24]2[cH:25][cH:26][n:27][cH:28][cH:29]2)[CH2:22][CH2:23]3)[cH:6][cH:7][cH:8]1. The reactants are CCOC(=O)c1c(S(=O)(=O)Nc2c(F)cccc2F)nn2c(C)cc(C)nc12, CC(=O)O, Cl, O. Product: Cc1cc(C)n2nc(S(=O)(=O)Nc3c(F)cccc3F)cc2n1. Reaction SMILES: [C:1]([O:2][CH2:3][CH3:4])(=[O:5])[c:6]1[c:7]([S:17](=[O:18])(=[O:19])[NH:20][c:21]2[c:22]([F:28])[cH:23][cH:24][cH:25][c:26]2[F:27])[n:8][n:9]2[c:10]1[n:11][c:12]([CH3:16])[cH:13][c:14]2[CH3:15].[C:31]([OH:32])(=[O:33])[CH3:34].[ClH:29].[OH2:30]>>[cH:6]1[c:7]([S:17](=[O:18])(=[O:19])[NH:20][c:21]2[c:22]([F:28])[cH:23][cH:24][cH:25][c:26]2[F:27])[n:8][n:9]2[c:10]1[n:11][c:12]([CH3:16])[cH:13][c:14]2[CH3:15]. Reactants: ClCC1=CC=C(COC2=CC=C(C=C2)CCC(=O)OC)C=C1 (Methyl 3-(4-{[4-(chloromethyl)benzyl]oxy}phenyl)propanoate), BrCC(=O)C1=CC=CC=C1 (2-bromo-1-phenylethanone), C(C1=CC=CC=C1)NC(=S)N (N-benzylthiourea), [H-].[Na+] (sodium hydride). Solvent: O (water), CN(C=O)C (N,N-dimethylformamide). Conditions: temperature 80 celsius, time 1 hour. The product is C(C1=CC=CC=C1)N(C=1SC=C(N1)C1=CC=CC=C1)CC1=CC=C(COC2=CC=C(C=C2)CCC(=O)O)C=C1 (3-{4-[(4-{[benzyl(4-phenyl-1,3-thiazol-2-yl)amino]-methyl}benzyl)oxy]phenyl}propanoic acid). Yield: 41.2%. RXN SMILES: Br[CH2:2][C:3]([C:5]1[CH:10]=[CH:9][CH:8]=[CH:7][CH:6]=1)=O.[CH2:11]([NH:18][C:19]([NH2:21])=[S:20])[C:12]1[CH:17]=[CH:16][CH:15]=[CH:14][CH:13]=1.[H-].[Na+].Cl[CH2:25][C:26]1[CH:45]=[CH:44][C:29]([CH2:30][O:31][C:32]2[CH:37]=[CH:36][C:35]([CH2:38][CH2:39][C:40]([O:42]C)=[O:41])=[CH:34][CH:33]=2)=[CH:28][CH:27]=1>O.CN(C)C=O>[CH2:11]([N:18]([CH2:25][C:26]1[CH:45]=[CH:44][C:29]([CH2:30][O:31][C:32]2[CH:37]=[CH:36][C:35]([CH2:38][CH2:39][C:40]([OH:42])=[O:41])=[CH:34][CH:33]=2)=[CH:28][CH:27]=1)[C:19]1[S:20][CH:2]=[C:3]([C:5]2[CH:10]=[CH:9][CH:8]=[CH:7][CH:6]=2)[N:21]=1)[C:12]1[CH:17]=[CH:16][CH:15]=[CH:14][CH:13]=1 |f:2.3|. Reported procedure: A mixture of 2-bromo-1-phenylethanone (100 mg), N-benzylthiourea (83 mg) and N,N-dimethylformamide (2 mL) was stirred at 80° C. for 1 hr. The reaction mixture was cooled to 0° C., sodium hydride (60% in oil, 80 mg) was added, and the mixture was stirred at room temperature for 30 min. Methyl 3-(4-{[4-(chloromethyl)benzyl]oxy}phenyl)propanoate (300 mg) was added to the reaction mixture at room temperature, and the mixture was stirred at room temperature for 1 hr. The reaction mixture was poured i... The reactants are C1CCOC1, O=C(Cl)c1coc(Oc2cc(Cl)cc(Cl)c2)c1, CC(C)C(=O)Nc1cccc(C2CCN(CCN)CC2)c1. Yields the product CC(C)C(=O)Nc1cccc(C2CCN(CCNC(=O)c3coc(Oc4cc(Cl)cc(Cl)c4)c3)CC2)c1. RXN SMILES: [CH2:39]1[O:40][CH2:41][CH2:42][CH2:43]1.[Cl:22][c:23]1[cH:24][c:25]([O:26][c:27]2[cH:28][c:29]([C:32](=[O:33])[Cl:34])[cH:30][o:31]2)[cH:35][c:36]([Cl:38])[cH:37]1.[NH2:1][CH2:2][CH2:3][N:4]1[CH2:5][CH2:6][CH:7]([c:10]2[cH:11][c:12]([NH:16][C:17]([CH:18]([CH3:19])[CH3:20])=[O:21])[cH:13][cH:14][cH:15]2)[CH2:8][CH2:9]1>>[NH:1]([CH2:2][CH2:3][N:4]1[CH2:5][CH2:6][CH:7]([c:10]2[cH:11][c:12]([NH:16][C:17]([CH:18]([CH3:19])[CH3:20])=[O:21])[cH:13][cH:14][cH:15]2)[CH2:8][CH2:9]1)[C:32]([c:29]1[cH:28][c:27]([O:26][c:25]2[cH:24][c:23]([Cl:22])[cH:37][c:36]([Cl:38])[cH:35]2)[o:31][cH:30]1)=[O:33].